Dataset: the Open Reaction Database (ORD), a public repository of structured organic reaction records. Task: describe an organic reaction: reactants, conditions, products, and yield The reactants are [Al+3], CC(=O)N1CCCC(C(=O)O)C1, CCOC(C)=O, [Cl-], [Cl-], [Cl-], Fc1ccccc1, O=S(Cl)Cl. The product is CC(=O)N1CCCC(C(=O)c2ccc(F)cc2)C1. Reaction SMILES: [Al+3:25].[C:12]([CH3:13])(=[O:14])[N:15]1[CH2:16][CH:17]([C:21](=[O:22])[OH:23])[CH2:18][CH2:19][CH2:20]1.[CH3:28][CH2:29][O:30][C:31](=[O:32])[CH3:33].[Cl-:24].[Cl-:26].[Cl-:27].[F:5][c:6]1[cH:7][cH:8][cH:9][cH:10][cH:11]1.[S:1]([Cl:2])([Cl:3])=[O:4]>>[F:5][c:6]1[cH:7][cH:8][c:9]([C:21]([CH:17]2[CH2:16][N:15]([C:12]([CH3:13])=[O:14])[CH2:20][CH2:19][CH2:18]2)=[O:22])[cH:10][cH:11]1.